This data is from the Open Reaction Database (ORD), a public repository of structured organic reaction records. The task is: describe an organic reaction: reactants, conditions, products, and yield Starting materials: BrC=1C=CC=2C(C3=CC(=CC=C3C2C1)COC(C)=O)=O (3-Bromo-7-acetoxymethyl-9-fluorenone), C[O-].[Na+] (NaOMe), P(=O)([O-])([O-])[O-] (phosphate). Solvent: CO (methanol), C1CCOC1 (THF), C(C)(=O)OCC (ethyl acetate). Conditions: time 1.25 hour. Product: BrC=1C=CC=2C(C3=CC(=CC=C3C2C1)CO)=O (3-bromo-7-hydroxymethyl-9-fluorenone). Yield: 97.1%. RXN SMILES: [Br:1][C:2]1[CH:3]=[CH:4][C:5]2[C:6](=[O:20])[C:7]3[C:12]([C:13]=2[CH:14]=1)=[CH:11][CH:10]=[C:9]([CH2:15][O:16]C(=O)C)[CH:8]=3.C[O-].[Na+].P([O-])([O-])([O-])=O>CO.C1COCC1.C(OCC)(=O)C>[Br:1][C:2]1[CH:3]=[CH:4][C:5]2[C:6](=[O:20])[C:7]3[C:12]([C:13]=2[CH:14]=1)=[CH:11][CH:10]=[C:9]([CH2:15][OH:16])[CH:8]=3 |f:1.2|. Reported procedure: 3-Bromo-7-acetoxymethyl-9-fluorenone (1.18 g) was suspended in methanol (102 ml) and THF (23 ml). To this suspension was added 0.054M NaOMe (6.6 ml). The reaction mixture was stirred at room temperature for 1.25 hours. It was then neutralized with 0.2M pH 7 phosphate buffer. The tetrahydrofuran and methanol were removed under reduced pressure. Reaction mixture was then diluted with ethyl acetate, washed with water and brine, dried and evaporated which gave the product (1.0 g). Reactants: C[Mg+], CON(C)C(=O)c1nc(-c2cccc(-c3cc(C(C)(C)S(C)(=O)=O)cc4cccnc34)c2)c(-c2ccc(SC)cc2)s1, [I-]. Product: CSc1ccc(-c2sc(C(C)=O)nc2-c2cccc(-c3cc(C(C)(C)S(C)(=O)=O)cc4cccnc34)c2)cc1. As a reaction SMILES: [CH3:2][Mg+:3].[CH3:4][O:5][N:6]([C:7](=[O:8])[c:9]1[s:10][c:11](-[c:37]2[cH:38][cH:39][c:40]([S:43][CH3:44])[cH:41][cH:42]2)[c:12](-[c:14]2[cH:15][c:16](-[c:20]3[cH:21][c:22]([C:30]([CH3:31])([S:32](=[O:33])(=[O:34])[CH3:35])[CH3:36])[cH:23][c:24]4[cH:25][cH:26][cH:27][n:28][c:29]34)[cH:17][cH:18][cH:19]2)[n:13]1)[CH3:45].[I-:1]>>[CH3:2][C:7](=[O:8])[c:9]1[s:10][c:11](-[c:37]2[cH:38][cH:39][c:40]([S:43][CH3:44])[cH:41][cH:42]2)[c:12](-[c:14]2[cH:15][c:16](-[c:20]3[cH:21][c:22]([C:30]([CH3:31])([S:32](=[O:33])(=[O:34])[CH3:35])[CH3:36])[cH:23][c:24]4[cH:25][cH:26][cH:27][n:28][c:29]34)[cH:17][cH:18][cH:19]2)[n:13]1. The reactants are NC1=NC=C(C=C1C(=O)O)Br (2-amino-5-bromo-pyridine-3-carboxylic acid), O1C=CC2=NC=CC(=C21)N (furo[3,2-b]pyridin-7-amine), NC1=C(C(=O)NC2=CC=NC=C2)C=C(C=N1)C=1SC(=CC1)CN1CCCCC1 (2-Amino-5-(5-piperidin-1-ylmethyl-thiophen-2-yl)-N-pyridin-4-yl-nicotinamide). Product: NC1=NC=C(C=C1C(=O)NC1=C2C(=NC=C1)C=CO2)Br (2-Amino-5-bromo-N-furo[3,2-b]pyridin-7-yl-pyridine-3-carboxamide). RXN SMILES: [NH2:1][C:2]1[C:7]([C:8]([OH:10])=O)=[CH:6][C:5]([Br:11])=[CH:4][N:3]=1.[O:12]1[C:20]2[C:15](=[N:16][CH:17]=[CH:18][C:19]=2[NH2:21])[CH:14]=[CH:13]1.NC1N=CC(C2SC(CN3CCCCC3)=CC=2)=CC=1C(NC1C=CN=CC=1)=O>>[NH2:1][C:2]1[C:7]([C:8]([NH:21][C:19]2[CH:18]=[CH:17][N:16]=[C:15]3[CH:14]=[CH:13][O:12][C:20]=23)=[O:10])=[CH:6][C:5]([Br:11])=[CH:4][N:3]=1. Reported procedure: 7.1 Reaction of 2-amino-5-bromo-pyridine-3-carboxylic acid with furo[3,2-b]pyridin-7-amine according to the synthesis described for “A1” step 1, gives 2-Amino-5-bromo-N-furo[3,2-b]pyridin-7-yl-pyridine-3-carboxamide. Starting materials: C(C)I (ethyl iodide), CN(C)C=O (DMF), [H-].[Na+] (sodium hydride), C(C)(C)(C)OC(=O)N1CCN(CC1)C1=CC=C(C=C1)O (1-(tert-butyloxycarbonyl)-4-(4-hydroxyphenyl)piperazine), ice, C(C)I (ethyl iodide). Run in C1CCOC1 (THF), C1CCOC1 (THF). Run at time 5 hour. Product: C(C)(C)(C)OC(=O)N1CCN(CC1)C1=CC=C(C=C1)OCC (1-(tert-butyloxycarbonyl)-4-(4-ethoxyphenyl)piperazine). Reaction SMILES: [C:1]([O:5][C:6]([N:8]1[CH2:13][CH2:12][N:11]([C:14]2[CH:19]=[CH:18][C:17]([OH:20])=[CH:16][CH:15]=2)[CH2:10][CH2:9]1)=[O:7])([CH3:4])([CH3:3])[CH3:2].[H-].[Na+].CN(C=O)C.[CH2:28](I)[CH3:29]>C1COCC1>[C:1]([O:5][C:6]([N:8]1[CH2:13][CH2:12][N:11]([C:14]2[CH:15]=[CH:16][C:17]([O:20][CH2:28][CH3:29])=[CH:18][CH:19]=2)[CH2:10][CH2:9]1)=[O:7])([CH3:4])([CH3:2])[CH3:3] |f:1.2|. Procedure: A mixture of 1-(tert-butyloxycarbonyl)-4-(4-hydroxyphenyl)piperazine (XXII, 0.602 g, 2.2 mmol) in dry THF (4 ml) is added to an ice-cooled slurry of sodium hydride (0.1013 g, 2.5 mmol--60% in oil) in THF (1 ml). DMF (15.3 ml) is added to solubilize the solids that had precipitated, after which ethyl iodide (0.34 ml, 4.3 mmol) is added. The ice/water bath is removed and the mixture stirred for five hr. Another portion of ethyl iodide (0.35 ml, 4.4 mmol) is added and the mixture is allowed ti stir...